This data is from the Open Reaction Database (ORD), a public repository of structured organic reaction records. The task is: describe an organic reaction: reactants, conditions, products, and yield Reactants: [BH3-]C#N, N#Cc1ccc2c(c1)N(CCC1CCC(N)CC1)C(=O)CO2, [Na+], O=Cc1ccc2c(n1)NC(=O)CO2. The product is N#Cc1ccc2c(c1)N(CCC1CCC(NCc3ccc4c(n3)NC(=O)CO4)CC1)C(=O)CO2. RXN SMILES: [C:36]([BH3-:37])#[N:38].[NH2:1][CH:2]1[CH2:3][CH2:4][CH:5]([CH2:8][CH2:9][N:10]2[C:11](=[O:22])[CH2:12][O:13][c:14]3[c:15]2[cH:16][c:17]([C:20]#[N:21])[cH:18][cH:19]3)[CH2:6][CH2:7]1.[Na+:39].[O:23]=[C:24]1[NH:25][c:26]2[c:27]([cH:30][cH:31][c:32]([CH:34]=[O:35])[n:33]2)[O:28][CH2:29]1>>[NH:1]([CH:2]1[CH2:3][CH2:4][CH:5]([CH2:8][CH2:9][N:10]2[C:11](=[O:22])[CH2:12][O:13][c:14]3[c:15]2[cH:16][c:17]([C:20]#[N:21])[cH:18][cH:19]3)[CH2:6][CH2:7]1)[CH2:34][c:32]1[cH:31][cH:30][c:27]2[c:26]([n:33]1)[NH:25][C:24](=[O:23])[CH2:29][O:28]2. The reactants are O=C(n1ccnc1)n1ccnc1, CN(C)C=O, CC(C)C1COC(=O)N1c1cccc(C2Nc3ccc(C(=O)O)cc3CC2(C)C)c1, NS(=O)(=O)C1CC1, [H-], [Na+]. Product: CC(C)C1COC(=O)N1c1cccc(C2Nc3ccc(C(=O)NS(=O)(=O)C4CC4)cc3CC2(C)C)c1. RXN SMILES: [C:40]([n:41]1[cH:42][cH:43][n:44][cH:45]1)([n:46]1[cH:47][cH:48][n:49][cH:50]1)=[O:51].[CH3:52][N:53]([CH3:54])[CH:55]=[O:56].[CH:10]([CH3:11])([CH3:12])[CH:13]1[N:14]([c:19]2[cH:20][c:21]([CH:25]3[NH:26][c:27]4[cH:28][cH:29][c:30]([C:37](=[O:38])[OH:39])[cH:31][c:32]4[CH2:33][C:34]3([CH3:35])[CH3:36])[cH:22][cH:23][cH:24]2)[C:15](=[O:18])[O:16][CH2:17]1.[CH:3]1([S:6](=[O:7])(=[O:8])[NH2:9])[CH2:4][CH2:5]1.[H-:1].[Na+:2]>>[CH:3]1([S:6](=[O:7])(=[O:8])[NH:9][C:37]([c:30]2[cH:29][cH:28][c:27]3[c:32]([cH:31]2)[CH2:33][C:34]([CH3:35])([CH3:36])[CH:25]([c:21]2[cH:20][c:19]([N:14]4[CH:13]([CH:10]([CH3:11])[CH3:12])[CH2:17][O:16][C:15]4=[O:18])[cH:24][cH:23][cH:22]2)[NH:26]3)=[O:38])[CH2:4][CH2:5]1. Starting materials: C(C)(=O)[O-].[NH4+] (ammonium acetate), C(CCC)[Li] (n-Butyl lithium), C(C)SSCC (ethyl disulfide), C(C)(C)(C)OC(=O)N1C[C@H]2CC3=CC=C(N=C3N2[C@@H](C1)C)COCCO ((4R,9aR)-6-(2-hydroxy-ethoxymethyl)-4-methyl-3,4,9,9a-tetrahydro-1H-2,4a,5-triaza-fluorene-2-carboxylic acid tert-butyl ester), C(C)(C)(C)OC(=O)N1C[C@H]2CC3=CC=C(N=C3N2[C@@H](C1)C)COCCO ((4R,9aR)-6-(2-hydroxy-ethoxymethyl)-4-methyl-3,4,9,9a-tetrahydro-1H-2,4a,5-triaza-fluorene-2-carboxylic acid tert-butyl ester). Run in CO (methanol), CO (methanol), O (water), CO (methanol), C1CCOC1 (THF), O (Water), C1CCOC1 (THF). Conditions: temperature -78 celsius, time 5 minute. Yields the product C(C)(C)(C)OC(=O)N1C[C@H]2CC3=CC=C(N=C3N2[C@@H](C1)C)SCC ((4R,9aR)-6-Ethylsulfanyl-4-methyl-3,4,9,9a-tetrahydro-1H-2,4a,5-triaza-fluorene-2-carboxylic acid tert-butyl ester). Isolated yield 37.6%. As a reaction SMILES: C([Li])CCC.[C:6]([O:10][C:11]([N:13]1[CH2:25][C@@H:24]([CH3:26])[N:23]2[C@H:15]([CH2:16][C:17]3[C:22]2=[N:21][C:20](COCCO)=[CH:19][CH:18]=3)[CH2:14]1)=[O:12])([CH3:9])([CH3:8])[CH3:7].[CH2:32]([S:34]SCC)[CH3:33].C([O-])(=O)C.[NH4+]>C1COCC1.CO.O>[C:6]([O:10][C:11]([N:13]1[CH2:25][C@@H:24]([CH3:26])[N:23]2[C@H:15]([CH2:16][C:17]3[C:22]2=[N:21][C:20]([S:34][CH2:32][CH3:33])=[CH:19][CH:18]=3)[CH2:14]1)=[O:12])([CH3:9])([CH3:7])[CH3:8] |f:3.4|. Procedure: THF (5 mL) was cooled to −78° C. under an argon atmosphere. n-Butyl lithium (1.6 M in hexanes, 0.5 mL, 0.8 mmol) was added and the mixture was stirred at −78° C. for 5 min. A mixture of (4R,9aR)-6-bromo-4-methyl-3,4,9,9a-tetrahydro-1H-2,4a,5-triaza-fluorene-2-carboxylic acid tert-butyl ester (Example 5, intermediate b) (0.2 g, 0.54 mmol) in THF (5 mL) was added dropwise, maintaining the temperature below −70° C. The resultant dark red solution was stirred at −78° C. for 30 min and ethyl disulfid... The reactants are C(Cl)Cl (methylenechloride), [N+](#[C-])C(C)(C1=CC[C@H]2[C@@H]3CCC4=CC(C=C[C@]4(C)[C@H]3CC[C@]12C)=O)S(=O)(=O)C1=CC=C(C=C1)C (20-isocyano-20-p-methylphenylsulfonyl-pregna-1,4,16-triene-3-one), C(C)OCC (diethylether). The product is CC(C1=CC[C@H]2[C@@H]3CCC4=CC(C=C[C@]4(C)[C@H]3CC[C@]12C)=O)=O (pregna-1,4,16-triene-3,20-dione), (alpha)22 +134. RXN SMILES: [N+](C(S(C1C=CC(C)=CC=1)(=O)=O)([C:5]1[C@:22]2(C)[C@H:8]([C@H:9]3[C@H:19]([CH2:20][CH2:21]2)[C@:17]2([CH3:18])[C:12](=[CH:13][C:14](=[O:24])[CH:15]=[CH:16]2)[CH2:11][CH2:10]3)[CH2:7][CH:6]=1)C)#[C-].C([O:37][CH2:38][CH3:39])C.[CH2:40](Cl)Cl>>[CH3:40][C:38](=[O:37])[C:39]1[C@:22]2([CH3:5])[C@H:8]([C@H:9]3[C@H:19]([CH2:20][CH2:21]2)[C@:17]2([CH3:18])[C:12](=[CH:13][C:14](=[O:24])[CH:15]=[CH:16]2)[CH2:11][CH2:10]3)[CH2:7][CH:6]=1. Procedure: The compound prepared in Example 9a (450 mg) was hydrolized in methylenechloride (15 ml) and diethylether (30 ml) at 20° C. for two minutes. The product obtained was purified by filtration over alumina. Yield 235 mg (75%). Crystallization from methanol gave the title product, m.p. 200°-204° C. (dec.) (alpha)22 +134 (CHCl3, c 1.00). Starting materials: C1(CCCCCC1)N (N-cycloheptylamine), ClC1=NC(=NC(=N1)Cl)NC1=CC(=CC=C1)[N+](=O)[O-] ((4,6-Dichloro-[1,3,5]triazin-2-yl)-(3-nitro-phenyl)-amine), [OH-].[Na+] (NaOH), O (water). Run in CC(=O)C (acetone), CC(=O)C (acetone). Yields the product ClC1=NC(=NC(=N1)NC1CCCCCC1)NC1=CC(=CC=C1)[N+](=O)[O-] (6-Chloro-N-cycloheptyl-N′-(3-nitro-phenyl)-[1,3,5]triazine-2,4-diamine). As a reaction SMILES: Cl[C:2]1[N:7]=[C:6]([Cl:8])[N:5]=[C:4]([NH:9][C:10]2[CH:15]=[CH:14][CH:13]=[C:12]([N+:16]([O-:18])=[O:17])[CH:11]=2)[N:3]=1.[CH:19]1([NH2:26])[CH2:25][CH2:24][CH2:23][CH2:22][CH2:21][CH2:20]1.[OH-].[Na+].O>CC(C)=O>[Cl:8][C:6]1[N:7]=[C:2]([NH:26][CH:19]2[CH2:25][CH2:24][CH2:23][CH2:22][CH2:21][CH2:20]2)[N:3]=[C:4]([NH:9][C:10]2[CH:15]=[CH:14][CH:13]=[C:12]([N+:16]([O-:18])=[O:17])[CH:11]=2)[N:5]=1 |f:2.3|. Procedure: To 158a (1.0008 g, 3.5 mmol) dissolved in acetone (20 mL) was added a solution of N-cycloheptylamine (0.45 mL, 3.5 mmol) in acetone (5 mL) followed by addition of 2.5 N NaOH (1.4 mL, 3.5 mmol) and water (3.5 mL). The reaction mixture was allowed to stir at reflux for 3 hours under nitrogen. The reaction mixture was extracted 2 times with dichloromethane; the combined organic layers were washed with brine and dried over potassium carbonate. After filtering, the sample was concentrated by rotary e... Starting materials: C[Si]([N-][Si](C)(C)C)(C)C.[Li+] (lithiumhexamethyldisilazide), [I-].C1(CCCC1)C[P+](C1=CC=CC=C1)(C1=CC=CC=C1)C1=CC=CC=C1 ((cyclopentylmethyl)triphenylphosphonium iodide), Example 1-1, O (water), ClC=1C=CC(=NC1OC)C(=O)C1=CC=C(C=C1)SC ((5-chloro-6-methoxypyridin-2-yl)[4-(methylsulfanyl)phenyl]methanone). The solvent is O1CCCC1 (tetrahydrofuran), O1CCCC1 (tetrahydrofuran), O1CCCC1 (tetrahydrofuran). Run at time 1 hour. Yields the product ClC=1C(=NC(=CC1)\C(=C\C1CCCC1)\C1=CC=C(C=C1)SC)OC (3-chloro-6-{(E)-2-cyclopentyl-1-[4-(methylsulfanyl)phenyl]ethenyl}-2-methoxypyridine). Yield: 58.0%. As a reaction SMILES: C[Si](C)(C)[N-][Si](C)(C)C.[Li+].[I-].[CH:12]1([CH2:17][P+](C2C=CC=CC=2)(C2C=CC=CC=2)C2C=CC=CC=2)[CH2:16][CH2:15][CH2:14][CH2:13]1.[Cl:37][C:38]1[CH:39]=[CH:40][C:41]([C:46]([C:48]2[CH:53]=[CH:52][C:51]([S:54][CH3:55])=[CH:50][CH:49]=2)=O)=[N:42][C:43]=1[O:44][CH3:45].O>O1CCCC1>[Cl:37][C:38]1[C:43]([O:44][CH3:45])=[N:42][C:41](/[C:46](/[C:48]2[CH:53]=[CH:52][C:51]([S:54][CH3:55])=[CH:50][CH:49]=2)=[CH:17]/[CH:12]2[CH2:16][CH2:15][CH2:14][CH2:13]2)=[CH:40][CH:39]=1 |f:0.1,2.3|. Procedure details: A solution of lithiumhexamethyldisilazide in tetrahydrofuran (1 M, 5.22 mL) was added to a solution of (cyclopentylmethyl)triphenylphosphonium iodide (described in WO 2001044216) (2.46 g) in tetrahydrofuran (20 mL) in a nitrogen atmosphere under ice-cooling, and the mixture was stirred at room temperature for one hour. The reaction solution was ice-cooled again and a solution of (5-chloro-6-methoxypyridin-2-yl)[4-(methylsulfanyl)phenyl]methanone obtained in Reference Example 1-1 (1.0 g) in tetra... Starting materials: NC1=C(C(=NC2=CC=CC(=C12)OCC(C)(C)NC(C1=CC(=CC(=C1)OC)OCCO)=O)C)C(=O)[O-] (4-amino-5-(2-(3-(2-hydroxyethoxy)-5-methoxybenzamido)-2-methylpropoxy)-2-methylquinoline-3-carboxylate), Cl (HCl). Solvent: CCO (EtOH), CCO (EtOH). Yields the product Cl.NC1=C(C(=NC2=CC=CC(=C12)OCC(C)(C)NC(C1=CC(=CC(=C1)OC)OCCO)=O)C)C(=O)O (4-amino-5-(2-(3-(2-hydroxyethoxy)-5-methoxybenzamido)-2-methylpropoxy)-2-methylquinoline-3-carboxylic acid hydrochloride). Reaction SMILES: [NH2:1][C:2]1[C:11]2[C:6](=[CH:7][CH:8]=[CH:9][C:10]=2[O:12][CH2:13][C:14]([NH:17][C:18](=[O:31])[C:19]2[CH:24]=[C:23]([O:25][CH3:26])[CH:22]=[C:21]([O:27][CH2:28][CH2:29][OH:30])[CH:20]=2)([CH3:16])[CH3:15])[N:5]=[C:4]([CH3:32])[C:3]=1[C:33]([O-:35])=[O:34].[ClH:36]>CCO>[ClH:36].[NH2:1][C:2]1[C:11]2[C:6](=[CH:7][CH:8]=[CH:9][C:10]=2[O:12][CH2:13][C:14]([NH:17][C:18](=[O:31])[C:19]2[CH:24]=[C:23]([O:25][CH3:26])[CH:22]=[C:21]([O:27][CH2:28][CH2:29][OH:30])[CH:20]=2)([CH3:15])[CH3:16])[N:5]=[C:4]([CH3:32])[C:3]=1[C:33]([OH:35])=[O:34] |f:3.4|. Reported procedure: To a stirred suspension of 4-amino-5-(2-(3-(2-hydroxyethoxy)-5-methoxybenzamido)-2-methylpropoxy)-2-methylquinoline-3-carboxylate acid (Example 38, 263 mg, 0.544 mmol) in EtOH (2 mL) was added HCl in EtOH (1.25 N, 479 uL, 1.1 equiv.). The mixture was stirred at room temperature until it became a clear solution (0.5 h). The solution was concentrated under reduced pressure to give the title compound as a white solid, which was further purified by re-crystallization from EtOH/H2O and dried under va... The reactants are ClC1=C(C=CC=C1)NC(=O)NC1=NC(=NC=C1CBr)SC ([(2-chlorophenyl)amino]-N-[5-(bromomethyl)-2-methylthiopyrimidin-4-yl]carboxamide), 20L, O (water), C[Si](N[Si](C)(C)C)(C)C (hexamethyldisilazane). The solvent is CN1C(CCC1)=O (1-methyl-2-pyrrolidinone). Run at temperature 110 celsius, time 2 hour. Product: ClC1=C(C=CC=C1)N1C(NC2=NC(=NC=C2C1)SC)=O (3-(2-chlorophenyl)-7-methylthio-3,4-dihydropyrimido[4,5-d] pyrimidin-2(1H)-one). Yield: 70.2%. As a reaction SMILES: [Cl:1][C:2]1[CH:7]=[CH:6][CH:5]=[CH:4][C:3]=1[NH:8][C:9]([NH:11][C:12]1[C:17]([CH2:18]Br)=[CH:16][N:15]=[C:14]([S:20][CH3:21])[N:13]=1)=[O:10].C[Si](C)(C)N[Si](C)(C)C.O>CN1CCCC1=O>[Cl:1][C:2]1[CH:7]=[CH:6][CH:5]=[CH:4][C:3]=1[N:8]1[CH2:18][C:17]2[C:12](=[N:13][C:14]([S:20][CH3:21])=[N:15][CH:16]=2)[NH:11][C:9]1=[O:10]. Reported procedure: To a suspension of [(2-chlorophenyl)amino]-N-[5-(bromomethyl)-2-methylthiopyrimidin-4-yl]carboxamide (1360 g, 3.62 mole) of in 10 L 1-methyl-2-pyrrolidinone was added 136 mL hexamethyldisilazane. The mixture was heated to an internal temperature of 105-115° C. for 1.5 hours. The mixture was then cooled to 30° C. and treated with 20L water. The mixture was then stirred at 5-8° C. for 2 hours and filtered. The filters were collected and washed sequentially with water and hexanes. The product was p... The reactants are BrC1=CC(=C(C=C1)N1CC(OC(C1)C)C)C1OCCO1 (4-[4-Bromo-2-(1,3-dioxolan-2-yl)phenyl]-2,6-dimethylmorpholine), [Li]C(C)(C)C (t-BuLi), CON(C(C)=O)C (N-methoxy-N-methyl-acetamide), C(C)(C)(C)[Li] (t-Butyl lithium), solution. Solvent: C1CCOC1 (THF), hexanes, C1CCOC1 (THF). Run at temperature 65 celsius, time 30 minute. Yields the product C(C)(=O)C=1C=CC(=C(C=O)C1)N1CC(OC(C1)C)C (5-Acetyl-2-(2,6-dimethylmorpholin-4-yl)benzaldehyde). Yield: 46.2%. As a reaction SMILES: C([Li])(C)(C)C.Br[C:7]1[CH:12]=[CH:11][C:10]([N:13]2[CH2:18][CH:17]([CH3:19])[O:16][CH:15]([CH3:20])[CH2:14]2)=[C:9]([CH:21]2[O:25]CCO2)[CH:8]=1.CON(C)[C:29](=[O:31])[CH3:30]>C1COCC1>[C:29]([C:7]1[CH:12]=[CH:11][C:10]([N:13]2[CH2:14][CH:15]([CH3:20])[O:16][CH:17]([CH3:19])[CH2:18]2)=[C:9]([CH:8]=1)[CH:21]=[O:25])(=[O:31])[CH3:30]. Procedure: t-Butyl lithium in hexanes (3.8 ml of a 1.7 M solution, 14.5 mmol) is added to THF at −78° C. in a flame dried round-bottomed flask. 4-[4-Bromo-2-(1,3-dioxolan-2-yl)phenyl]-2,6-dimethylmorpholine (from Step 2) (1.0 g, 2.9 mmol) is dissolved in THF (5 mL) and is slowly added to the t-BuLi solution over 7 minutes keeping the temperature below −70° C. The mixture is stirred for 30 minutes and N-methoxy-N-methyl-acetamide (0.34 mL, 3.2 mmol) is slowly added dropwise. The reaction is stirred at −78° ...